This data is from the Open Reaction Database (ORD), a public repository of structured organic reaction records. The task is: describe an organic reaction: reactants, conditions, products, and yield Reported procedure: Copper (II) triflate (ex. Aldrich, 0.38 g) was then dissolved in the above N-ethyl carbazole/NC solution (9.62 g). As a reaction SMILES: C([N:3]1[C:15]2[CH:14]=[CH:13][CH:12]=[CH:11][C:10]=2[C:9]2[C:4]1=[CH:5][CH:6]=[CH:7][CH:8]=2)C>[O-]S(C(F)(F)F)(=O)=O.[Cu+2].[O-]S(C(F)(F)F)(=O)=O>[CH:5]1[C:4]2[NH:3][C:15]3[C:10](=[CH:11][CH:12]=[CH:13][CH:14]=3)[C:9]=2[CH:8]=[CH:7][CH:6]=1 |f:1.2.3|. The product is C1=CC=CC=2C3=CC=CC=C3NC12 (Carbazole). Starting materials: solution, C(C)N1C2=CC=CC=C2C=2C=CC=CC12 (N-ethyl carbazole). The reagents and catalysts are [O-]S(=O)(=O)C(F)(F)F.[Cu+2].[O-]S(=O)(=O)C(F)(F)F (Copper (II) triflate). Reactants: O=C([O-])[O-], O=C([O-])[O-], CCC1C(=O)Nc2ccc(F)cc2N1C(=O)c1ccc(OC)cc1, CC(C)=O, [Cs+], [Cs+], CCI, [K+], [K+]. The product is CCC1C(=O)N(CC)c2ccc(F)cc2N1C(=O)c1ccc(OC)cc1. As a reaction SMILES: [C:25](=[O:26])([O-:27])[O-:28].[C:31](=[O:32])([O-:33])[O-:34].[CH2:1]([CH3:2])[CH:3]1[C:4](=[O:24])[NH:5][c:6]2[cH:7][cH:8][c:9]([F:23])[cH:10][c:11]2[N:12]1[C:13]([c:14]1[cH:15][cH:16][c:17]([O:20][CH3:21])[cH:18][cH:19]1)=[O:22].[CH3:40][C:41](=[O:42])[CH3:43].[Cs+:29].[Cs+:30].[I:37][CH2:38][CH3:39].[K+:35].[K+:36]>>[CH2:1]([CH3:2])[CH:3]1[C:4](=[O:24])[N:5]([CH2:38][CH3:39])[c:6]2[cH:7][cH:8][c:9]([F:23])[cH:10][c:11]2[N:12]1[C:13]([c:14]1[cH:15][cH:16][c:17]([O:20][CH3:21])[cH:18][cH:19]1)=[O:22]. Reactants: B, C1CCOC1, CO, COC(=O)c1ncoc1-c1cccc(C(=O)O)c1, N#N. Product: COC(=O)c1ncoc1-c1cccc(CO)c1. Reaction SMILES: [BH3:21].[CH2:24]1[O:25][CH2:26][CH2:27][CH2:28]1.[CH3:22][OH:23].[CH3:3][O:4][C:5](=[O:6])[c:7]1[n:8][cH:9][o:10][c:11]1-[c:12]1[cH:13][c:14]([C:18](=[O:19])[OH:20])[cH:15][cH:16][cH:17]1.[N:1]#[N:2]>>[CH3:3][O:4][C:5](=[O:6])[c:7]1[n:8][cH:9][o:10][c:11]1-[c:12]1[cH:13][c:14]([CH2:18][OH:19])[cH:15][cH:16][cH:17]1.